From a dataset of the Open Reaction Database (ORD), a public repository of structured organic reaction records. describe an organic reaction: reactants, conditions, products, and yield The reactants are O=C([O-])[O-], COCc1nc(NC(C)=O)sc1-c1nc2ccncc2s1, O=[N+]([O-])c1ccc(S(=O)(=O)N2CC2Cc2cccc(Cl)c2)cc1, [Cs+], [Cs+], [K+], [K+], O=C([O-])[O-], CN(C)C=O, OCCS. The product is COCc1nc(N(CC(N)Cc2cccc(Cl)c2)C(C)=O)sc1-c1nc2ccncc2s1. As a reaction SMILES: [C:22](=[O:23])([O-:24])[O-:25].[CH3:1][O:2][CH2:3][c:4]1[n:5][c:6]([NH:18][C:19]([CH3:20])=[O:21])[s:7][c:8]1-[c:9]1[s:10][c:11]2[cH:12][n:13][cH:14][cH:15][c:16]2[n:17]1.[Cl:28][c:29]1[cH:30][c:31]([CH2:32][CH:33]2[N:34]([S:36]([c:37]3[cH:38][cH:39][c:40]([N+:41]([O-:42])=[O:43])[cH:44][cH:45]3)(=[O:46])=[O:47])[CH2:35]2)[cH:48][cH:49][cH:50]1.[Cs+:26].[Cs+:27].[K+:51].[K+:52].[O-:53][C:54]([O-:55])=[O:56].[O:61]=[CH:62][N:63]([CH3:64])[CH3:65].[SH:57][CH2:58][CH2:59][OH:60]>>[CH3:1][O:2][CH2:3][c:4]1[n:5][c:6]([N:18]([C:19]([CH3:20])=[O:21])[CH2:35][CH:33]([CH2:32][c:31]2[cH:30][c:29]([Cl:28])[cH:50][cH:49][cH:48]2)[NH2:34])[s:7][c:8]1-[c:9]1[s:10][c:11]2[cH:12][n:13][cH:14][cH:15][c:16]2[n:17]1. Starting materials: CN, CCO, O=C1c2ccccc2C(=O)N1CCC=Cc1cccc(Cl)c1. The product is NCCC=Cc1cccc(Cl)c1. RXN SMILES: [CH3:23][NH2:24].[CH3:25][CH2:26][OH:27].[Cl:1][c:2]1[cH:3][c:4]([CH:8]=[CH:9][CH2:10][CH2:11][N:12]2[C:13](=[O:14])[c:15]3[cH:16][cH:17][cH:18][cH:19][c:20]3[C:21]2=[O:22])[cH:5][cH:6][cH:7]1>>[Cl:1][c:2]1[cH:3][c:4]([CH:8]=[CH:9][CH2:10][CH2:11][NH2:12])[cH:5][cH:6][cH:7]1. Reactants: N#Cc1ccc(Br)cc1Cl, O=C([O-])[O-], CC(C)CC1NC(=O)C(C)(C)C1=O, [Cs+], [Cs+], O=C(C=Cc1ccccc1)C=Cc1ccccc1, O=C(C=Cc1ccccc1)C=Cc1ccccc1, O=C(C=Cc1ccccc1)C=Cc1ccccc1, [Pd], [Pd], CC1(C)c2cccc(P(c3ccccc3)c3ccccc3)c2Oc2c(P(c3ccccc3)c3ccccc3)cccc21. Yields the product CC(C)CC1C(=O)C(C)(C)C(=O)N1c1ccc(C#N)c(Cl)c1. RXN SMILES: [Br:14][c:15]1[cH:16][c:17]([Cl:23])[c:18]([C:19]#[N:20])[cH:21][cH:22]1.[C:24](=[O:25])([O-:26])[O-:27].[CH2:1]([CH:2]([CH3:3])[CH3:4])[CH:5]1[C:6](=[O:13])[C:7]([CH3:11])([CH3:12])[C:8](=[O:10])[NH:9]1.[Cs+:28].[Cs+:29].[O:110]=[C:111]([CH:112]=[CH:113][c:114]1[cH:115][cH:116][cH:117][cH:118][cH:119]1)[CH:120]=[CH:121][c:122]1[cH:123][cH:124][cH:125][cH:126][cH:127]1.[O:74]=[C:75]([CH:76]=[CH:77][c:78]1[cH:79][cH:80][cH:81][cH:82][cH:83]1)[CH:84]=[CH:85][c:86]1[cH:87][cH:88][cH:89][cH:90][cH:91]1.[O:92]=[C:93]([CH:94]=[CH:95][c:96]1[cH:97][cH:98][cH:99][cH:100][cH:101]1)[CH:102]=[CH:103][c:104]1[cH:105][cH:106][cH:107][cH:108][cH:109]1.[Pd:72].[Pd:73].[c:30]1([P:31]([c:32]2[cH:33][cH:34][cH:35][cH:36][cH:37]2)[c:38]2[c:39]3[c:63]([cH:64][cH:65][cH:66]2)[C:60]([CH3:61])([CH3:62])[c:42]2[c:41]([c:46]([P:47]([c:48]4[cH:49][cH:50][cH:51][cH:52][cH:53]4)[c:54]4[cH:55][cH:56][cH:57][cH:58][cH:59]4)[cH:45][cH:44][cH:43]2)[O:40]3)[cH:67][cH:68][cH:69][cH:70][cH:71]1>>[CH2:1]([CH:2]([CH3:3])[CH3:4])[CH:5]1[C:6](=[O:13])[C:7]([CH3:11])([CH3:12])[C:8](=[O:10])[N:9]1[c:15]1[cH:16][c:17]([Cl:23])[c:18]([C:19]#[N:20])[cH:21][cH:22]1. Reactants: O=S(=O)(O)Cl, ClCCl, O=C1c2ccccc2C(=O)N1Cc1cccs1. Yields the product O=C1c2ccccc2C(=O)N1Cc1ccc(S(=O)(=O)Cl)s1. RXN SMILES: [Cl:18][S:19](=[O:20])(=[O:21])[OH:22].[Cl:23][CH2:24][Cl:25].[s:1]1[c:2]([CH2:6][N:7]2[C:8](=[O:17])[c:9]3[cH:10][cH:11][cH:12][cH:13][c:14]3[C:15]2=[O:16])[cH:3][cH:4][cH:5]1>>[s:1]1[c:2]([CH2:6][N:7]2[C:8](=[O:17])[c:9]3[cH:10][cH:11][cH:12][cH:13][c:14]3[C:15]2=[O:16])[cH:3][cH:4][c:5]1[S:19]([Cl:18])(=[O:20])=[O:21]. Reactants: C(C=C(C)CCC=C(C)CCC=C(C)C)C#N (farnesyl cyanide), [OH-].[K+] (potassium hydroxide), C(C)O (ethanol). Run in O (water). Run at time 5 hour. Product: CC(=CCC(=O)O)CCC=C(CCC=C(C)C)C (4,8,12-trimethyltrideca-3,7,11-trienoic acid). RXN SMILES: C(C#N)[CH:2]=[C:3]([CH2:5][CH2:6][CH:7]=[C:8]([CH2:10][CH2:11][CH:12]=[C:13]([CH3:15])[CH3:14])[CH3:9])[CH3:4].[OH-:18].[K+].[CH2:20]([OH:22])[CH3:21]>O>[CH3:4][C:3]([CH2:5][CH2:6][CH:7]=[C:8]([CH3:9])[CH2:10][CH2:11][CH:12]=[C:13]([CH3:15])[CH3:14])=[CH:2][CH2:21][C:20]([OH:18])=[O:22] |f:1.2|. Reported procedure: A mixture of 469 g (2.02 moles) farnesyl cyanide, 287 g potassium hydroxide, 2,500 ml ethanol and 340 ml water were heated under reflux. After 5 hours, the ethanol was evaporated and the residue poured into 10 liters of water. The aqueous solution so obtained was twice extracted with 1 liter diethyl ether, the extracts being discarded, and thereafter acidified with 20% sulfuric acid. Then, the free acid was extracted with diethyl ether. The etheric solution was again washed with water and dried ... The reactants are CO, COC(=N)c1ccc(OCc2ccc(CN3C(=O)c4ccccc4C3=O)cc2)c(OC)c1, ClC(Cl)Cl, Cl, N. The product is COc1cc(C(=N)N)ccc1OCc1ccc(CN2C(=O)c3ccccc3C2=O)cc1. As a reaction SMILES: [CH3:39][OH:40].[CH3:6][O:7][c:8]1[cH:9][c:10]([C:11]([O:12][CH3:13])=[NH:14])[cH:15][cH:16][c:17]1[O:18][CH2:19][c:20]1[cH:21][cH:22][c:23]([CH2:26][N:27]2[C:28](=[O:37])[c:29]3[c:30]([cH:33][cH:34][cH:35][cH:36]3)[C:31]2=[O:32])[cH:24][cH:25]1.[CH:1]([Cl:2])([Cl:3])[Cl:4].[ClH:5].[NH3:38]>>[CH3:6][O:7][c:8]1[cH:9][c:10]([C:11]([NH2:14])=[NH:38])[cH:15][cH:16][c:17]1[O:18][CH2:19][c:20]1[cH:21][cH:22][c:23]([CH2:26][N:27]2[C:28](=[O:37])[c:29]3[c:30]([cH:33][cH:34][cH:35][cH:36]3)[C:31]2=[O:32])[cH:24][cH:25]1. Starting materials: ClCCl, O=C1CCC(=O)N1I, O=C(Nc1ccc[nH]c1=O)OCc1ccccc1. The product is O=C(Nc1cc(I)c[nH]c1=O)OCc1ccccc1. As a reaction SMILES: [Cl:27][CH2:28][Cl:29].[I:1][N:2]1[C:3](=[O:4])[CH2:5][CH2:6][C:7]1=[O:8].[O:9]=[c:10]1[nH:11][cH:12][cH:13][cH:14][c:15]1[NH:16][C:17]([O:18][CH2:19][c:20]1[cH:21][cH:22][cH:23][cH:24][cH:25]1)=[O:26]>>[I:1][c:13]1[cH:12][nH:11][c:10](=[O:9])[c:15]([NH:16][C:17]([O:18][CH2:19][c:20]2[cH:21][cH:22][cH:23][cH:24][cH:25]2)=[O:26])[cH:14]1.